From a dataset of the Open Reaction Database (ORD), a public repository of structured organic reaction records. describe an organic reaction: reactants, conditions, products, and yield Conditions: time 30 minute. Reactants: C1(=CC=CC=C1)COC(=O)NC[C@@H]1N(CCC1)CNC(OC(C)(C)C)=O (1,1-dimethylethyl (2R)-2-[({[(phenylmethyl)oxy]carbonyl}amino)methyl]-1-pyrrolidinylmethylcarbamate), C(=O)(C(F)(F)F)O (TFA). Procedure: To a solution of 1,1-dimethylethyl (2R)-2-[({[(phenylmethyl)oxy]carbonyl}amino)methyl]-1-pyrrolidinylmethylcarbamate (D108, 2.07 g, 6.1 mmol) in 16 ml of dichloromethane, cooled to 0° C., were added 4 ml of TFA. The reaction mixture was allowed to warm-up to r.t. and then it was stirred at this temperature for 30 mins. The title compound (1.06 g, y=88%) was isolated after purification by SCX. 1H NMR (400 MHz, DMSO-d6) δ ppm 7.00-7.66 (m, 5 H) 4.90-5.20 (m, 2 H) 3.12-3.24 (m, 1 H) 2.97-3.09 (m, 1... Run in ClCCl (dichloromethane). Product: N1[C@H](CCC1)CNC(OCC1=CC=CC=C1)=O (phenylmethyl [(2R)-2-pyrrolidinylmethyl]carbamate). As a reaction SMILES: [C:1]1([CH2:7][O:8][C:9]([NH:11][CH2:12][C@H:13]2[CH2:17][CH2:16][CH2:15][N:14]2CNC(=O)OC(C)(C)C)=[O:10])[CH:6]=[CH:5][CH:4]=[CH:3][CH:2]=1.C(O)(C(F)(F)F)=O>ClCCl>[NH:14]1[CH2:15][CH2:16][CH2:17][C@@H:13]1[CH2:12][NH:11][C:9](=[O:10])[O:8][CH2:7][C:1]1[CH:6]=[CH:5][CH:4]=[CH:3][CH:2]=1. Yield: 74.2%. Yield: 10.1%. Reaction SMILES: Cl[C:2]1[N:3]=[C:4]([N:23]2[CH2:28][CH2:27][O:26][CH2:25][CH2:24]2)[C:5]2[S:10][C:9]([CH2:11][N:12]3[CH2:17][CH2:16][N:15]([C:18](=[O:21])[CH2:19][OH:20])[CH2:14][CH2:13]3)=[C:8]([CH3:22])[C:6]=2[N:7]=1.CC1(C)C(C)(C)OB([C:37]2[CH:38]=[N:39][C:40]([NH2:43])=[N:41][CH:42]=2)O1>>[NH2:43][C:40]1[N:41]=[CH:42][C:37]([C:2]2[N:3]=[C:4]([N:23]3[CH2:28][CH2:27][O:26][CH2:25][CH2:24]3)[C:5]3[S:10][C:9]([CH2:11][N:12]4[CH2:17][CH2:16][N:15]([C:18](=[O:21])[CH2:19][OH:20])[CH2:14][CH2:13]4)=[C:8]([CH3:22])[C:6]=3[N:7]=2)=[CH:38][N:39]=1. Product: NC1=NC=C(C=N1)C=1N=C(C2=C(N1)C(=C(S2)CN2CCN(CC2)C(CO)=O)C)N2CCOCC2 (1-(4-((2-(2-aminopyrimidin-5-yl)-7-methyl-4-morpholinothieno[3,2-d]pyrimidin-6-yl)methyl)piperazin-1-yl)-2-hydroxyethanone). Reported procedure: 1-(4-((2-Chloro-7-methyl-4-morpholinothieno[3,2-d]pyrimidin-6-yl)methyl)piperazin-1-yl)-2-hydroxyethanone (60 mg) was reacted with 34 mg of 5-(4,4,5,5-tetramethyl-1,3,2-dioxaborolan-2-yl)pyrimidin-2-amine via General Procedure A. The product was purified by reverse phase HPLC to yield 6.9 mg of 178. MS (Q1) 485.1 (M)+ The reactants are ClC=1N=C(C2=C(N1)C(=C(S2)CN2CCN(CC2)C(CO)=O)C)N2CCOCC2 (1-(4-((2-Chloro-7-methyl-4-morpholinothieno[3,2-d]pyrimidin-6-yl)methyl)piperazin-1-yl)-2-hydroxyethanone), CC1(OB(OC1(C)C)C=1C=NC(=NC1)N)C (5-(4,4,5,5-tetramethyl-1,3,2-dioxaborolan-2-yl)pyrimidin-2-amine). Reaction SMILES: [C:17]([O:18][CH3:19])([CH3:20])([CH3:21])[CH3:22].[CH3:6][C:7]1([CH3:16])[NH:8][C:9]([CH3:14])([CH3:15])[CH2:10][CH:11]([NH2:13])[CH2:12]1.[CH:1]([C:2](=[O:3])[CH3:4])=[O:5]>>[CH:1]([C:2](=[O:3])[CH3:4])=[N:13][CH:11]1[CH2:10][C:9]([CH3:14])([CH3:15])[NH:8][C:7]([CH3:6])([CH3:16])[CH2:12]1. Product: CC(=O)C=NC1CC(C)(C)NC(C)(C)C1. The reactants are COC(C)(C)C, CC1(C)CC(N)CC(C)(C)N1, CC(=O)C=O. The reactants are II (I2), C(C)OC(CC1=C(C=C(C=C1)C(C1=CC(=CC=C1)N)=O)N)=O ([2-Amino-4-(3-amino-benzoyl)-phenyl]-acetic acid ethyl ester), ethylacetate Hexanes, Cl (HCl). Solvent: C(C)O (ethanol). Run at temperature 67 celsius, time 15 hour. The product is NC=1C=C(C(=O)C2=CC=C3CC(NC3=C2)=O)C=CC1 (6-(3-Amino-benzoyl)-1,3-dihydro-indol-2-one). Isolated yield 95.0%. As a reaction SMILES: C([O:3][C:4](=O)[CH2:5][C:6]1[CH:11]=[CH:10][C:9]([C:12](=[O:20])[C:13]2[CH:18]=[CH:17][CH:16]=[C:15]([NH2:19])[CH:14]=2)=[CH:8][C:7]=1[NH2:21])C.Cl.II>C(O)C>[NH2:19][C:15]1[CH:14]=[C:13]([CH:18]=[CH:17][CH:16]=1)[C:12]([C:9]1[CH:8]=[C:7]2[C:6]([CH2:5][C:4](=[O:3])[NH:21]2)=[CH:11][CH:10]=1)=[O:20]. Reported procedure: A 2 L round bottomed flask equipped with an overhead stirrer, condenser, thermocouple and heating mantle was charged with [2-Amino-4-(3-amino-benzoyl)-phenyl]-acetic acid ethyl ester (48 g, 160.9 mmol) in of ethanol (960 mL). Concentrated HCl(aq) (67 mL) was added dropwise at 21° C. The reaction was exothermic causing a rise in reaction temperature from 21° C. to 28° C. The reaction was heated at 67° C. for 1.5 h and was determined to be complete by thin layer chromatographic analysis (ethylacet... Starting materials: N(=O)[O-].[Na+] (NaNO2), NC1=CC=C(C=2CCCCC12)S(=O)(=O)O (4-Amino-5,6,7,8-tetrahydro-1-naphthalenesulphonic acid), O.O.Cl[Sn]Cl (SnCl2.2H2O). The solvent is O (water), [OH-].[Na+] (sodium hydroxide), Cl (HCl), Cl (HCl). Reaction conditions: temperature 5 celsius, time 3 hour. Product: Cl.N(N)C1=CC=C(C=2CCCCC12)S(=O)(=O)O (4-Hydrazino-5,6,7,8-tetrahydro-1-naphthalenesulphonic acid hydrochloride). Isolated yield 77.7%. As a reaction SMILES: [N:1]([O-])=O.[Na+].[NH2:5][C:6]1[C:15]2[CH2:14][CH2:13][CH2:12][CH2:11][C:10]=2[C:9]([S:16]([OH:19])(=[O:18])=[O:17])=[CH:8][CH:7]=1.O.O.[Cl:22][Sn]Cl>O.[OH-].[Na+].Cl>[ClH:22].[NH:5]([C:6]1[C:15]2[CH2:14][CH2:13][CH2:12][CH2:11][C:10]=2[C:9]([S:16]([OH:19])(=[O:17])=[O:18])=[CH:8][CH:7]=1)[NH2:1] |f:0.1,3.4.5,7.8,10.11|. Procedure details: 1 g of NaNO2 is added to a solution of 3 g of the acid obtained in step A in 10 ml of water and 2 ml of 30% sodium hydroxide. This solution is poured over 1 hour into 10 ml of concentrated HCl cooled to 5° C. After stirring for 3 hours at 5° C., a solution of 7.5 g of SnCl2.2H2O in 15 ml of concentrated HCl is added slowly while the temperature is maintained at 5° C. The mixture is left stirring for one and a half hours at RT and filtered, and the residue is dried under vacuum to obtain 2.86 g o... The reactants are ClC1=C(OC=2C=C(OC(C(=O)O)C)C=CC2)C(=CC(=C1)C(F)(F)F)Cl (2-[3-(2,6-dichloro-4-trifluoromethyl-phenoxy)phenoxy]-propionic acid), C([O-])([O-])=O.[K+].[K+] (potassium carbonate), BrCC(=O)OCC (ethyl bromoacetate). The solvent is C(C)#N (acetonitrile). Yields the product ClC1=C(OC=2C=C(OC(C(=O)OCC(=O)OCC)C)C=CC2)C(=CC(=C1)C(F)(F)F)Cl ((ethoxycarbonyl)-methyl 2-[3-(2,6-dichloro-4-trifluoromethylphenoxy)-phenoxy]-propionate). Reaction SMILES: [Cl:1][C:2]1[CH:20]=[C:19]([C:21]([F:24])([F:23])[F:22])[CH:18]=[C:17]([Cl:25])[C:3]=1[O:4][C:5]1[CH:6]=[C:7]([CH:14]=[CH:15][CH:16]=1)[O:8][CH:9]([CH3:13])[C:10]([OH:12])=[O:11].C(=O)([O-])[O-].[K+].[K+].Br[CH2:33][C:34]([O:36][CH2:37][CH3:38])=[O:35]>C(#N)C>[Cl:1][C:2]1[CH:20]=[C:19]([C:21]([F:24])([F:23])[F:22])[CH:18]=[C:17]([Cl:25])[C:3]=1[O:4][C:5]1[CH:6]=[C:7]([CH:14]=[CH:15][CH:16]=1)[O:8][CH:9]([CH3:13])[C:10]([O:12][CH2:33][C:34]([O:36][CH2:37][CH3:38])=[O:35])=[O:11] |f:1.2.3|. Procedure details: A mixture of 41.0 g (0.104 mol) of the R enantiomer of 2-[3-(2,6-dichloro-4-trifluoromethyl-phenoxy)phenoxy]-propionic acid, 15.8 g (0.114 mol) of potassium carbonate and 17.4 g (0.104 mol) of ethyl bromoacetate in 104 ml of acetonitrile was heated under reflux for 1 hour. Thereafter, working-up was carried out by filtering the reaction mixture under suction, evaporating down the filtrate, taking up the remaining residue in methylene chloride, and washing this solution once with water, drying it... The reactants are COc1ccc(Sc2cccc(C=O)c2)cc1, NC1CCCc2ccccc21. The product is COc1ccc(Sc2cccc(CNC3CCCc4ccccc43)c2)cc1. Reaction SMILES: [CH3:1][O:2][c:3]1[cH:4][cH:5][c:6]([S:9][c:10]2[cH:11][c:12]([CH:13]=[O:14])[cH:15][cH:16][cH:17]2)[cH:7][cH:8]1.[CH:18]1([NH2:28])[CH2:19][CH2:20][CH2:21][c:22]2[cH:23][cH:24][cH:25][cH:26][c:27]21>>[CH3:1][O:2][c:3]1[cH:4][cH:5][c:6]([S:9][c:10]2[cH:11][c:12]([CH2:13][NH:28][CH:18]3[CH2:19][CH2:20][CH2:21][c:22]4[cH:23][cH:24][cH:25][cH:26][c:27]43)[cH:15][cH:16][cH:17]2)[cH:7][cH:8]1.